This data is from the Open Reaction Database (ORD), a public repository of structured organic reaction records. The task is: describe an organic reaction: reactants, conditions, products, and yield Starting materials: C(=O)OC=O (formic anhydride), C(C)(=O)O (acetic acid), C(=O)O (formic acid), C(CC)OC1=CC=C(C=C1)C=1C=CC2=C(C=C(CCN2)C(=O)OC)C1 (methyl 7-(4 propoxyphenyl)-2,3-dihydro-1H-1-benzazepine-4-carboxylate). Solvent: C1CCOC1 (THF), C1CCOC1 (THF), C1CCOC1 (THF). Conditions: temperature 60 celsius, time 2 hour. The product is C(=O)N1CCC(=CC2=C1C=CC(=C2)C2=CC=C(C=C2)OCCC)C(=O)OC (methyl 1-formyl-7-(4-propoxyphenyl)-2,3-dihydro-1H-1-benzazepine-4-carboxylate). RXN SMILES: [C:1](O)(=[O:3])C.C(O)=O.[CH2:8]([O:11][C:12]1[CH:17]=[CH:16][C:15]([C:18]2[CH:19]=[CH:20][C:21]3[NH:27][CH2:26][CH2:25][C:24]([C:28]([O:30][CH3:31])=[O:29])=[CH:23][C:22]=3[CH:32]=2)=[CH:14][CH:13]=1)[CH2:9][CH3:10].C(OC=O)=O>C1COCC1>[CH:1]([N:27]1[C:21]2[CH:20]=[CH:19][C:18]([C:15]3[CH:14]=[CH:13][C:12]([O:11][CH2:8][CH2:9][CH3:10])=[CH:17][CH:16]=3)=[CH:32][C:22]=2[CH:23]=[C:24]([C:28]([O:30][CH3:31])=[O:29])[CH2:25][CH2:26]1)=[O:3]. Procedure details: To anhydrous acetic acid (0.65 ml) was added formic acid (0.32 ml) at 0° C., and the mixture was stirred at 60° C. for 2 hours, air-cooled and diluted with THF (10 ml). In THF (10 ml) was dissolved methyl 7-(4 propoxyphenyl)-2,3-dihydro-1H-1-benzazepine-4-carboxylate (520 mg), and the solution was added dropwise to the previously prepared solution of formic anhydride in THF, at 0° C. The mixture was stirred at room temperature for 1.5 hours. The solvent was evaporated under reduced pressure, and...